Dataset: the Open Reaction Database (ORD), a public repository of structured organic reaction records. Task: describe an organic reaction: reactants, conditions, products, and yield Starting materials: CC(=O)O[BH-](OC(C)=O)OC(C)=O, CCc1nc2ccccc2n1-c1nc(N2CCOCC2)c2nc(C=O)n(C)c2n1, FC1CCN(C2CCNCC2)C1, [Na+]. Product: CCc1nc2ccccc2n1-c1nc(N2CCOCC2)c2nc(CN3CCC(N4CCC(F)C4)CC3)n(C)c2n1. Reaction SMILES: [C:42]([O:43][BH-:44]([O:45][C:46](=[O:47])[CH3:48])[O:49][C:50](=[O:51])[CH3:52])(=[O:53])[CH3:54].[CH2:1]([CH3:2])[c:3]1[n:4][c:5]2[c:6]([n:7]1-[c:8]1[n:9][c:10]([N:20]3[CH2:21][CH2:22][O:23][CH2:24][CH2:25]3)[c:11]3[n:12][c:13]([CH:18]=[O:19])[n:14]([CH3:17])[c:15]3[n:16]1)[cH:26][cH:27][cH:28][cH:29]2.[F:30][CH:31]1[CH2:32][N:33]([CH:36]2[CH2:37][CH2:38][NH:39][CH2:40][CH2:41]2)[CH2:34][CH2:35]1.[Na+:55]>>[CH2:1]([CH3:2])[c:3]1[n:4][c:5]2[c:6]([n:7]1-[c:8]1[n:9][c:10]([N:20]3[CH2:21][CH2:22][O:23][CH2:24][CH2:25]3)[c:11]3[n:12][c:13]([CH2:18][N:39]4[CH2:38][CH2:37][CH:36]([N:33]5[CH2:32][CH:31]([F:30])[CH2:35][CH2:34]5)[CH2:41][CH2:40]4)[n:14]([CH3:17])[c:15]3[n:16]1)[cH:26][cH:27][cH:28][cH:29]2.